This data is from the Open Reaction Database (ORD), a public repository of structured organic reaction records. The task is: describe an organic reaction: reactants, conditions, products, and yield The product is ClC=1C=C(C=CC1)N1C(N(C2=C(C=NC=3C(=CC=CC23)OC)C1=O)C1CCCC1)=O (3-(3-Chloro-phenyl)-1-cyclopentyl-7-methoxy-1H-pyrimido[5,4-c]quinoline-2,4-dione). Starting materials: C(C)OC(=O)C=1C=NC2=C(C=CC=C2C1NC1CCCC1)OC (4-cyclopentylamino-8-methoxy-quinoline-3-carboxylic acid ethyl ester), ClC1=CC(=CC=C1)N=C=O (1-chloro-3-isocyanato-benzene). The yield is 27.2%. As a reaction SMILES: C([O:3][C:4]([C:6]1[CH:7]=[N:8][C:9]2[C:14]([C:15]=1[NH:16][CH:17]1[CH2:21][CH2:20][CH2:19][CH2:18]1)=[CH:13][CH:12]=[CH:11][C:10]=2[O:22][CH3:23])=O)C.[Cl:24][C:25]1[CH:30]=[CH:29][CH:28]=[C:27]([N:31]=[C:32]=[O:33])[CH:26]=1>>[Cl:24][C:25]1[CH:26]=[C:27]([N:31]2[C:4](=[O:3])[C:6]3[CH:7]=[N:8][C:9]4[C:10]([O:22][CH3:23])=[CH:11][CH:12]=[CH:13][C:14]=4[C:15]=3[N:16]([CH:17]3[CH2:18][CH2:19][CH2:20][CH2:21]3)[C:32]2=[O:33])[CH:28]=[CH:29][CH:30]=1. Reported procedure: 3-(3-Chloro-phenyl)-1-cyclopentyl-7-methoxy-1H-pyrimido[5,4-c]quinoline-2,4-dione (55 mg) was prepared from 4-cyclopentylamino-8-methoxy-quinoline-3-carboxylic acid ethyl ester (0.48 mmol) and 1-chloro-3-isocyanato-benzene (0.72 mmol) following general procedure C. LCMS: m/z 422 [M+1]+. The reactants are ClC=1C=C(C=CC1OC(C)C)C1=NC(=NO1)C=1C=CC=C2C(=CN(C12)C)CC=O ([7-(5-{3-chloro-4-[(1-methylethyl)oxy]phenyl}-1,2,4-oxadiazol-3-yl)-1-methyl-1H-indol-3-yl]acetaldehyde), NCC(=O)OCC (ethyl glycinate), C(C)(=O)O (acetic acid), C(C)(=O)O[BH-](OC(C)=O)OC(C)=O.[Na+] (sodium triacetoxyborohydride). The solvent is C(Cl)Cl (DCM). Reaction SMILES: [Cl:1][C:2]1[CH:3]=[C:4]([C:12]2[O:16][N:15]=[C:14]([C:17]3[CH:18]=[CH:19][CH:20]=[C:21]4[C:25]=3[N:24]([CH3:26])[CH:23]=[C:22]4[CH2:27][CH:28]=O)[N:13]=2)[CH:5]=[CH:6][C:7]=1[O:8][CH:9]([CH3:11])[CH3:10].[NH2:30][CH2:31][C:32]([O:34][CH2:35][CH3:36])=[O:33].C(O)(=O)C.C(O[BH-](OC(=O)C)OC(=O)C)(=O)C.[Na+]>C(Cl)Cl>[Cl:1][C:2]1[CH:3]=[C:4]([C:12]2[O:16][N:15]=[C:14]([C:17]3[CH:18]=[CH:19][CH:20]=[C:21]4[C:25]=3[N:24]([CH3:26])[CH:23]=[C:22]4[CH2:27][CH2:28][NH:30][CH2:31][C:32]([O:34][CH2:35][CH3:36])=[O:33])[N:13]=2)[CH:5]=[CH:6][C:7]=1[O:8][CH:9]([CH3:10])[CH3:11] |f:3.4|. Yields the product ClC=1C=C(C=CC1OC(C)C)C1=NC(=NO1)C=1C=CC=C2C(=CN(C12)C)CCNCC(=O)OCC (Ethyl N-{2-[7-(5-{3-chloro-4-[(1-methylethyl)oxy]phenyl}-1,2,4-oxadiazol-3-yl)-1-methyl-1H-indol-3-yl]ethyl}glycinate). The yield is 82.5%. Procedure: To a stirred solution of [7-(5-{3-chloro-4-[(1-methylethyl)oxy]phenyl}-1,2,4-oxadiazol-3-yl)-1-methyl-1H-indol-3-yl]acetaldehyde (D88) (20 mg), ethyl glycinate (10 mg) and acetic acid (0.1 mL) in DCM (10 mL) was added sodium triacetoxyborohydride (21 mg). The reaction was stirred at 20° C. for 1 h. The reaction mixture was partitioned between DCM (25 mL) and water (25 mL). The organic phase was evaporated to give ethyl N-{2-[7-(5-{3-chloro-4-[(1-methylethyl)oxy]phenyl}-1,2,4-oxadiazol-3-yl)-1-me... Reaction conditions: temperature 20 celsius, time 1 hour. The reagents and catalysts are [Zn] (zinc). The reactants are ClC1=NC=2C=CC=CC2C=2N1C(N(N2)C2=CC=CC=C2)=S (5-chloro-2-phenyl-1,2,4-triazolo[4,3-c]-quinazolin-3-thione). As a reaction SMILES: Cl[C:2]1[N:11]2[C:12](=[S:21])[N:13]([C:15]3[CH:20]=[CH:19][CH:18]=[CH:17][CH:16]=3)[N:14]=[C:10]2[C:9]2[CH:8]=[CH:7][CH:6]=[CH:5][C:4]=2[N:3]=1>C(O)(=O)C.[Zn]>[C:15]1([N:13]2[C:12](=[S:21])[N:11]3[CH2:2][NH:3][C:4]4[CH:5]=[CH:6][CH:7]=[CH:8][C:9]=4[C:10]3=[N:14]2)[CH:16]=[CH:17][CH:18]=[CH:19][CH:20]=1. The product is C1(=CC=CC=C1)N1N=C2N(CNC=3C=CC=CC23)C1=S (2-phenyl-5,6dihydro-1,2,4-triazolo[4,3-c]quinazolin-3-thione). The solvent is C(C)(=O)O (acetic acid). Reported procedure: A mixture of 5-chloro-2-phenyl-1,2,4-triazolo[4,3-c]-quinazolin-3-thione (200 mg, 0.64 mmol) and zinc dust (10 mg, 150 mmol) in acetic acid (5 ml) was heated to reflux temperature. The reaction was filtered, neutralized with saturated NaHCO3 solution and extracted with CH2Cl2 (3×50 ml). The combined organic layers were dried over Na2SO4 and evaporated under reduced pressure. The residue was washed with ethanol and filtered to afford 2-phenyl-5,6dihydro-1,2,4-triazolo[4,3-c]quinazolin-3-thione (c... The reactants are Cl.ClC1=C(CN2C(=NC3=C2C=C(C=C3)C(=O)Cl)C3CC3)C=CC=C1 (1-(2-Chlorobenzyl)-6-chlorocarbonyl-2-cyclopropylbenzimidazole hydrochloride), N1CCOCC1 (morpholine), CO (methanol). Run in C(Cl)Cl (methylene chloride). Run at time 1 hour. Yields the product ClC1=C(CN2C(=NC3=C2C=C(C=C3)C(=O)C3CNCCO3)C3CC3)C=CC=C1 (1-(2-chlorobenzyl)-2-cyclopropyl-6-morpholino-carbonylbenzimidazole). As a reaction SMILES: Cl.[Cl:2][C:3]1[CH:24]=[CH:23][CH:22]=[CH:21][C:4]=1[CH2:5][N:6]1[C:10]2[CH:11]=[C:12]([C:15](Cl)=[O:16])[CH:13]=[CH:14][C:9]=2[N:8]=[C:7]1[CH:18]1[CH2:20][CH2:19]1.[NH:25]1[CH2:30][CH2:29][O:28][CH2:27][CH2:26]1.CO>C(Cl)Cl>[Cl:2][C:3]1[CH:24]=[CH:23][CH:22]=[CH:21][C:4]=1[CH2:5][N:6]1[C:10]2[CH:11]=[C:12]([C:15]([CH:27]3[O:28][CH2:29][CH2:30][NH:25][CH2:26]3)=[O:16])[CH:13]=[CH:14][C:9]=2[N:8]=[C:7]1[CH:18]1[CH2:20][CH2:19]1 |f:0.1|. Procedure: 1-(2-Chlorobenzyl)-6-chlorocarbonyl-2-cyclopropylbenzimidazole hydrochloride (140 mg) is added at room temperature to a solution which has been prepared by adding morpholine (298 mg, a 30% methanol solution) to methylene chloride (10 ml) . After the reaction mixture is stirred for one hour at the same temperature, it is washed with water, dried and concentrated under reduced pressure. The residue is recrystallized using ether and thus, 1-(2-chlorobenzyl)-2-cyclopropyl-6-morpholino-carbonylbenzim... Reactants: C(#N)C1(CC1)NC(=O)C1CC(CC1)S(=O)(=O)C1=C(C=C(C=C1)F)Cl (rac-(1S,35)-3-(2-chloro-4-fluoro-benzenesulfonyl)-cyclopentanecarboxylic acid (1-cyano-cyclopropyl)-amide), C1(CC1)N1CCNCC1 (1-cyclopropyl-piperazine). Yields the product C(#N)C1(CC1)NC(=O)[C@H]1C[C@@H](CC1)S(=O)(=O)C1=C(C=C(C=C1)N1CCN(CC1)C1CC1)Cl ((1R,3R)-3-[2-Chloro-4-(4-cyclopropyl-piperazin-1-yl)-benzenesulfonyl]-cyclopentanecarboxylic acid (1-cyano-cyclopropyl)-amide). Reaction SMILES: [C:1]([C:3]1([NH:6][C:7]([CH:9]2[CH2:13][CH2:12][CH:11]([S:14]([C:17]3[CH:22]=[CH:21][C:20](F)=[CH:19][C:18]=3[Cl:24])(=[O:16])=[O:15])[CH2:10]2)=[O:8])[CH2:5][CH2:4]1)#[N:2].[CH:25]1([N:28]2[CH2:33][CH2:32][NH:31][CH2:30][CH2:29]2)[CH2:27][CH2:26]1>>[C:1]([C:3]1([NH:6][C:7]([C@@H:9]2[CH2:13][CH2:12][C@@H:11]([S:14]([C:17]3[CH:22]=[CH:21][C:20]([N:31]4[CH2:32][CH2:33][N:28]([CH:25]5[CH2:27][CH2:26]5)[CH2:29][CH2:30]4)=[CH:19][C:18]=3[Cl:24])(=[O:16])=[O:15])[CH2:10]2)=[O:8])[CH2:5][CH2:4]1)#[N:2]. Procedure: The title compound was synthesized in analogy to Example 80, from rac-(1S,35)-3-(2-chloro-4-fluoro-benzenesulfonyl)-cyclopentanecarboxylic acid (1-cyano-cyclopropyl)-amide and 1-cyclopropyl-piperazine to afford the desired product as an off-white solid. MS (EI): 477.1 (M+H)+. The reactants are C(C)(C)(C)OC(=O)NC(CCCO)(C)C (4-(t-butoxycarbonylamino)-4,4-dimethylbutan-1-ol), CC(C)([O-])C.[K+] (potassium t-butoxide), C(Cl)Cl (methylene chloride), FC1=C(CBr)C=C(C=C1)Br (2-fluoro-5-bromobenzyl bromide). Run in O1CCCC1 (tetrahydrofuran), O1CCCC1 (tetrahydrofuran). Run at temperature -45 celsius, time 30 minute. Product: C(C)(C)(C)OC(=O)NC(C)(CCCOCC1=C(C=CC(=C1)Br)F)C (2-[(t-butoxycarbonyl)amino]-5-(2-fluoro-5-bromobenzyloxy)-2-methylpentane). Isolated yield 82.3%. Reaction SMILES: [C:1]([O:5][C:6]([NH:8][C:9]([CH3:15])([CH3:14])[CH2:10][CH2:11][CH2:12][OH:13])=[O:7])([CH3:4])([CH3:3])[CH3:2].CC(C)([O-])C.[K+].[F:22][C:23]1[CH:30]=[CH:29][C:28]([Br:31])=[CH:27][C:24]=1[CH2:25]Br.C(Cl)Cl>O1CCCC1>[C:1]([O:5][C:6]([NH:8][C:9]([CH3:15])([CH2:10][CH2:11][CH2:12][O:13][CH2:25][C:24]1[CH:27]=[C:28]([Br:31])[CH:29]=[CH:30][C:23]=1[F:22])[CH3:14])=[O:7])([CH3:4])([CH3:3])[CH3:2] |f:1.2|. Procedure details: A stirred solution of 4-(t-butoxycarbonylamino)-4,4-dimethylbutan-1-ol (1.11 g, 5.11 mmol) in tetrahydrofuran (49 ml) at −45° C. was treated with potassium t-butoxide (1 M in tetrahydrofuran, 5.62 ml, 5.62 mmol). The anion was stirred for 30 minutes at −45° C., then cooled to −78° C. and treated with a tetrahydrofuran solution of 2-fluoro-5-bromobenzyl bromide (1.23 g, 4.60 mmol). The resulting yellow mixture was slowly warmed to 0° C. and stirred for about four hours. The reaction mixture was d... Reactants: C1(CCC2=CC=CC=C12)=O (1-indanone), [OH-].[K+] (potassium hydroxide), CC(=O)C (acetone), C(C)(=O)O (acetic acid). Yields the product C(C)(C)=C1C(C2=CC=CC=C2C1)=O (2-isopropylidene-1-indanone). The yield is 18.5%. As a reaction SMILES: [C:1]1(=[O:10])[C:9]2[C:4](=[CH:5][CH:6]=[CH:7][CH:8]=2)[CH2:3][CH2:2]1.[OH-].[K+].C(O)(=O)C.[CH3:17][C:18]([CH3:20])=O>>[C:18](=[C:2]1[CH2:3][C:4]2[C:9](=[CH:8][CH:7]=[CH:6][CH:5]=2)[C:1]1=[O:10])([CH3:20])[CH3:17] |f:1.2|. Procedure details: To a solution of 1-indanone (120 g, 0.908 mole) in acetone (180 g) inside of 500 mL round-bottom flask was added 9 mL of ethanolic potassium hydroxide (3 g, 0.054 mole) solution. The solution was heated under reflux for 7.5 hours and then acidified with acetic acid. Volatile components were removed by a rotary evaporator. To the residue diethyl ether (200 mL) and water (100 mL) were added. The aqueous layer was extracted with diethyl ether (4*200 mL). All etheral layers were combined, washed wit... Reactants: C(#N)C1=C(N(C2=NC(=CC(=C21)C)C)[C@H]2CCCC1=CC=CC=C21)/C=C/C(=O)O ((2E)-3-{3-cyano-4,6-dimethyl-1-[(1S)-1,2,3,4-tetrahydronaphthalen-1-yl]-1H-pyrrolo[2,3-b]pyridin-2-yl}prop-2-enoic acid), C(C(=O)Cl)(=O)Cl (oxalylchloride), NC1=CC=CC=C1 (aniline), N1=CC=CC=C1 (pyridine). The solvent is C1CCOC1 (THF), CN(C)C=O (DMF), O (water), C1CCOC1 (THF). Conditions: time 1 hour. Product: C(#N)C1=C(N(C2=NC(=CC(=C21)C)C)[C@H]2CCCC1=CC=CC=C21)/C=C/C(=O)NC2=CC=CC=C2 ((2E)-3-{3-cyano-4,6-dimethyl-1-[(1S)-1,2,3,4-tetrahydronaphthalen-1-yl]-1H-pyrrolo[2,3-b]pyridin-2-yl}-N-phenylprop-2-enamide). As a reaction SMILES: [C:1]([C:3]1[C:11]2[C:6](=[N:7][C:8]([CH3:13])=[CH:9][C:10]=2[CH3:12])[N:5]([C@@H:14]2[C:23]3[C:18](=[CH:19][CH:20]=[CH:21][CH:22]=3)[CH2:17][CH2:16][CH2:15]2)[C:4]=1/[CH:24]=[CH:25]/[C:26](O)=[O:27])#[N:2].C(Cl)(=O)C(Cl)=O.[NH2:35][C:36]1[CH:41]=[CH:40][CH:39]=[CH:38][CH:37]=1.N1C=CC=CC=1>C1COCC1.O.CN(C=O)C>[C:1]([C:3]1[C:11]2[C:6](=[N:7][C:8]([CH3:13])=[CH:9][C:10]=2[CH3:12])[N:5]([C@@H:14]2[C:23]3[C:22](=[CH:21][CH:20]=[CH:19][CH:18]=3)[CH2:17][CH2:16][CH2:15]2)[C:4]=1/[CH:24]=[CH:25]/[C:26]([NH:35][C:36]1[CH:41]=[CH:40][CH:39]=[CH:38][CH:37]=1)=[O:27])#[N:2]. Procedure: To a solution of (2E)-3-{3-cyano-4,6-dimethyl-1-[(1S)-1,2,3,4-tetrahydronaphthalen-1-yl]-1H-pyrrolo[2,3-b]pyridin-2-yl}prop-2-enoic acid (300 mg, 0.808 mmol) in THF (3 ml) were added DMF (0.03 ml)and oxalylchloride (0.0846 ml, 0.970 mmol), the mixture was stirred at room temperature for 1 hour and the solvent was distilled off under reduced pressure. The residue was added under ice-cooling to a solution of aniline (0.157 ml, 1.62 mmol), pyridine (0.262 ml, 3.24 mmol) and THF (3 ml), and the mixt... The reactants are Cl.Cl.Cl.FC(C=1C=NC=CC1N1CCNCC1)(F)F (1-(3-Trifluoromethylpyridin-4-yl)piperazine trihydrochloride), ClC1=NC2=C(N1)C=C(C=C2)C(F)(F)F (2-chloro-6-trifluoromethyl-1H-benzoimidazole), C(C)(C)N(C(C)C)CC (N,N-diisopropylethylamine). Yields the product FC(C=1C=CC2=C(NC(=N2)N2CCN(CC2)C2=C(C=NC=C2)C(F)(F)F)C1)(F)F (6-Trifluoromethyl-2-[4-(3-trifluoromethylpyridin-4-yl)piperazin-1-yl]-1H-benzoimidazole). As a reaction SMILES: Cl.Cl.Cl.[F:4][C:5]([F:19])([F:18])[C:6]1[CH:7]=[N:8][CH:9]=[CH:10][C:11]=1[N:12]1[CH2:17][CH2:16][NH:15][CH2:14][CH2:13]1.Cl[C:21]1[NH:25][C:24]2[CH:26]=[C:27]([C:30]([F:33])([F:32])[F:31])[CH:28]=[CH:29][C:23]=2[N:22]=1.C(N(CC)C(C)C)(C)C>>[F:33][C:30]([F:31])([F:32])[C:27]1[CH:28]=[CH:29][C:23]2[N:22]=[C:21]([N:15]3[CH2:16][CH2:17][N:12]([C:11]4[CH:10]=[CH:9][N:8]=[CH:7][C:6]=4[C:5]([F:4])([F:18])[F:19])[CH2:13][CH2:14]3)[NH:25][C:24]=2[CH:26]=1 |f:0.1.2.3|. Procedure: The piperazine from step (b) above (0.55 g, 1.81 mmol), 2-chloro-6-trifluoromethyl-1H-benzoimidazole (0.4 g, 1.81 mmol, Example 1c) and N,N-diisopropylethylamine (0.63 mL, 3.62 mmol, Aldrich) reacted under the conditions of Example 3c to give the title compound as a light-yellow solid. M.p. 220-224° C. MS (ESI, pos. ion) m/z: 416 (M+1).